This data is from the Open Reaction Database (ORD), a public repository of structured organic reaction records. The task is: describe an organic reaction: reactants, conditions, products, and yield The reactants are FC1=CC(=C(C=C1F)N)N (4,5-difluoro-1,2-diaminobenzene), ClC1=C(N)C(=CC(=C1F)F)[N+](=O)[O-] (2-chloro-3,4-difluoro-6-nitroaniline), Cl[Sn]Cl (SnCl2), C(=O)(O)[O-].[Na+] (NaHCO3). The solvent is C(C)O (ethanol), C(C)(=O)OCC (ethyl acetate), O (H2O). The product is ClC=1C(=C(C=C(C1F)F)N)N (3-Chloro-4,5-difluoro-1,2-diaminobenzene). Reaction SMILES: [Cl:1][C:2]1[C:8]([F:9])=[C:7]([F:10])[CH:6]=[C:5]([N+:11]([O-])=O)[C:3]=1[NH2:4].Cl[Sn]Cl.C([O-])(O)=O.[Na+].FC1C(F)=CC(N)=C(N)C=1>C(OCC)(=O)C.O.C(O)C>[Cl:1][C:2]1[C:3]([NH2:4])=[C:5]([NH2:11])[CH:6]=[C:7]([F:10])[C:8]=1[F:9] |f:2.3|. Procedure details: 3-Chloro-4,5-difluoro-1,2-diaminobenzene was prepared using an adaptation of the method of Bellamy et al. (Bellamy, F. D. et al., Tetrahedron Lett. 25: 839 (1984)) A mixture of 2-chloro-3,4-difluoro-6-nitroaniline (160 mg, 0.767 mmol) and SnCl2 2H2O (0.863 g, 3.84 mmol) was dissolved in 5 mL ethyl acetate and 2 mL absolute ethanol under N2 and heated at 75 ° C. for 5 h. The reaction was allowed to cool to room temperature and poured into 50 mL H2O. Sufficient sat'd NaHCO3 solution was added (foa... Starting materials: C(C1=CC=CC=C1)OC(NC1CC12CCN(CC2)C2=NC=CC(=N2)C(F)(F)F)=O (benzyl[6-(4-trifluoromethylpyrimidin-2-yl)-6-azaspiro[2.5]oct-1-yl]carbamate), Br (hydrobromic acid). Solvent: C(C)(=O)O (acetic acid). Yields the product FC(C1=NC(=NC=C1)N1CCC2(CC2N)CC1)(F)F (6-(4-Trifluoromethylpyrimidin-2-yl)-6-azaspiro[2.5]oct-1-ylamine). The yield is 1001.4%. RXN SMILES: C(OC(=O)[NH:10][CH:11]1[C:13]2([CH2:18][CH2:17][N:16]([C:19]3[N:24]=[C:23]([C:25]([F:28])([F:27])[F:26])[CH:22]=[CH:21][N:20]=3)[CH2:15][CH2:14]2)[CH2:12]1)C1C=CC=CC=1.Br>C(O)(=O)C>[F:27][C:25]([F:26])([F:28])[C:23]1[CH:22]=[CH:21][N:20]=[C:19]([N:16]2[CH2:17][CH2:18][C:13]3([CH:11]([NH2:10])[CH2:12]3)[CH2:14][CH2:15]2)[N:24]=1. Procedure: The process is performed according to the procedure described in Example 2 (step 2.5.). Starting with 0.86 g (2.13 mmol) of benzyl[6-(4-trifluoromethylpyrimidin-2-yl)-6-azaspiro[2.5]oct-1-yl]carbamate obtained in the preceding step and 3.74 mL (21.33 mmol) of a solution of 35% hydrobromic acid in acetic acid, and after basic extraction and uptake in diethyl ether, 0.32 g of product is obtained in the form of a white powder. Reaction conditions: temperature 150 celsius. Reaction SMILES: [Cl:1][C:2]1[N:7]=[C:6]([NH:8][C:9]2[CH:10]=[C:11]([CH:29]=[CH:30][CH:31]=2)[C:12]([NH:14][C:15]2[CH:16]=[C:17]([NH:21]C(=O)OC(C)(C)C)[CH:18]=[CH:19][CH:20]=2)=[O:13])[C:5]([Cl:32])=[CH:4][N:3]=1.Cl>COCCO.O1CCOCC1>[ClH:1].[Cl:32][C:5]1[CH:4]=[N:3][C:2]2[NH:21][C:17]3[CH:18]=[CH:19][CH:20]=[C:15]([CH:16]=3)[NH:14][C:12](=[O:13])[C:11]3[CH:10]=[C:9]([NH:8][C:6]=1[N:7]=2)[CH:31]=[CH:30][CH:29]=3 |f:4.5|. The product is Cl.ClC=1C=NC=2NC=3C=CC=C(NC(C4=CC=CC(NC1N2)=C4)=O)C3 (6-Chloro-2,4,8,15,22-pentaazatetracyclo[14.3.1.1(3,7).1(9,13)]docosa-1(20),3(22),4,6,9(21),10,12,16,18-nonaen-14-one hydrochloride). The yield is 12.7%. Reported procedure: To a solution of tert-butyl [3-({3-[(2,5-dichloropyrimidin-4-yl)amino]benzoyl}amino)phenyl]carbamate (20.0 mg, 0.042 mmol) in 2-methoxyethanol (0.2 mL) was added 4.0 M of hydrogen chloride in 1,4-dioxane (63 μL). The resulting mixture was heated at 150° C. in the microwave for 15 min. After filtration of the reaction mixture, the crude was triturated with MeOH/EtOAc to give the desired product as an off-white powder (2 mg, 14%). LCMS for C17H12ClN5O (M+H)+: m/z=338.0. 1H NMR (400 MHz, CD3OD): δ ... Starting materials: ClC1=NC=C(C(=N1)NC=1C=C(C(=O)NC=2C=C(C=CC2)NC(OC(C)(C)C)=O)C=CC1)Cl (tert-butyl [3-({3-[(2,5-dichloropyrimidin-4-yl)amino]benzoyl}amino)phenyl]carbamate), Cl (hydrogen chloride). Run in COCCO (2-methoxyethanol), O1CCOCC1 (1,4-dioxane). The reactants are CC#N (MeCN), N1=CC=CC=C1 (pyridine), C1(=CC=CC=C1)OC(=O)Cl (phenylchloroformate), NC1=NC=CN=C1C (2-amino-3-methyl-pyrazine). Yields the product CC=1C(=NC=CN1)NC(OC1=CC=CC=C1)=O (Phenyl 3-methylpyrazin-2-ylcarbamate). RXN SMILES: [NH2:1][C:2]1[C:7]([CH3:8])=[N:6][CH:5]=[CH:4][N:3]=1.CC#N.N1C=CC=CC=1.[C:18]1([O:24][C:25](Cl)=[O:26])[CH:23]=[CH:22][CH:21]=[CH:20][CH:19]=1>C1COCC1>[CH3:8][C:7]1[C:2]([NH:1][C:25](=[O:26])[O:24][C:18]2[CH:23]=[CH:22][CH:21]=[CH:20][CH:19]=2)=[N:3][CH:4]=[CH:5][N:6]=1. Procedure details: A solution of 2-amino-3-methyl-pyrazine (1.50 g, 1.37 mmol) in a mix of 1:2 THF:MeCN (30 mL), and pyridine (0.664 g, 1.44 mmol) was treated dropwise with phenylchloroformate (1.3 g, 1.44 mmol) in THF (10 mL). After stirring for 18 h, the reaction mixture was concentrated in vacuo to a solid and was used without further purification. The solvent is C1CCOC1 (THF), C1CCOC1 (THF). Reaction conditions: time 18 hour. The reactants are CN(C)c1ccc(C=O)cc1, C[O-], [Na+], CN(C)C=O, O=C1COc2ccccc2N1. The product is CN(C)c1ccc(C=C2Oc3ccccc3NC2=O)cc1. As a reaction SMILES: [CH3:15][N:16]([c:17]1[cH:18][cH:19][c:20]([CH:21]=[O:22])[cH:23][cH:24]1)[CH3:25].[CH3:1][O-:2].[Na+:3].[O:26]=[CH:27][N:28]([CH3:29])[CH3:30].[O:4]1[CH2:5][C:6](=[O:14])[NH:7][c:8]2[c:9]1[cH:10][cH:11][cH:12][cH:13]2>>[O:4]1[C:5](=[CH:21][c:20]2[cH:19][cH:18][c:17]([N:16]([CH3:15])[CH3:25])[cH:24][cH:23]2)[C:6](=[O:14])[NH:7][c:8]2[c:9]1[cH:10][cH:11][cH:12][cH:13]2. The reactants are COC(=O)Cc1ccccc1Br, COC=O, [H-], [Na+], CN(C)C=O, O. Yields the product COC(=O)C(=CO)c1ccccc1Br. Reaction SMILES: [Br:1][c:2]1[c:3]([CH2:8][C:9](=[O:10])[O:11][CH3:12])[cH:4][cH:5][cH:6][cH:7]1.[CH:13](=[O:14])[O:15][CH3:16].[H-:17].[Na+:18].[O:20]=[CH:21][N:22]([CH3:23])[CH3:24].[OH2:19]>>[Br:1][c:2]1[c:3]([C:8]([C:9](=[O:10])[O:11][CH3:12])=[CH:13][OH:14])[cH:4][cH:5][cH:6][cH:7]1. Starting materials: C=CC1=CC=CC=C1 (styrene), 2,2-bis(2′-tetrahydrofuryl)propane, C=CC=C (butadiene), C(CCC)[Li] (butyl lithium), C(C)(C)O (isopropanol). Run in CCCCCC (hexane), CCCCCC (hexane), CCCCCC (hexane), CCCCCC (hexane), CCCCCC (hexane). Reaction conditions: time 2 hour. Product: C=CC1=CC=CC=C1.C=CC=C (butadiene Styrene). As a reaction SMILES: [CH2:1]=[CH:2][CH:3]=[CH2:4].C([Li])CCC.[CH2:10]=[CH:11][C:12]1[CH:17]=[CH:16][CH:15]=[CH:14][CH:13]=1.C(O)(C)C>CCCCCC>[CH2:10]=[CH:11][C:12]1[CH:17]=[CH:16][CH:15]=[CH:14][CH:13]=1.[CH2:1]=[CH:2][CH:3]=[CH2:4] |f:5.6|. Procedure details: Under nitrogen to a dry 2-gallon reactor was added 1364 g of hexane, 2410 g of 21.6% butadiene solution in hexane, followed by 3.83 mL of 1.6 M butyl lithium solution in hexane. After the polymerization was carried out for 2 h at 60° C., 3.83 mL of 1.6 M 2,2-bis(2′-tetrahydrofuryl)propane solution in hexane was added to the solution, followed by 278 g of 33.0% styrene solution in hexane. After 1 h, the polymer cement was poured into isopropanol containing BHT and the coagulated polymer was dried... Reactants: O=C([O-])[O-], [Cs+], [Cs+], CC(C)I, CN(C)C=O, CCOC(=O)c1cnc(O)c(I)c1. Yields the product CCOC(=O)c1cnc(OC(C)C)c(I)c1. RXN SMILES: [C:18](=[O:19])([O-:20])[O-:21].[Cs+:22].[Cs+:23].[I:14][CH:15]([CH3:16])[CH3:17].[O:24]=[CH:25][N:26]([CH3:27])[CH3:28].[OH:1][c:2]1[n:3][cH:4][c:5]([C:6](=[O:7])[O:8][CH2:9][CH3:10])[cH:11][c:12]1[I:13]>>[O:1]([c:2]1[n:3][cH:4][c:5]([C:6](=[O:7])[O:8][CH2:9][CH3:10])[cH:11][c:12]1[I:13])[CH:15]([CH3:16])[CH3:17]. The reactants are C(C)OC(C=C(CN[C@@H](CCSC)C(=O)OC)OC1=C(C=CC=C1)Cl)=O (3-(2-chloro-phenoxy)-4-((S)-1-methoxycarbonyl-3-methylsulfanyl-propylamino)-but-2-enoic acid ethyl ester). Solvent: C(C)#N (acetonitrile). Conditions: temperature 140 celsius. The product is COC([C@H](CCSC)N1C(C=C(C1)OC1=C(C=CC=C1)Cl)=O)=O ((S)-2-[4-(2-chloro-phenoxy)-2-oxo-2,5-dihydro-pyrrol-1-yl]-4-methylsulfanyl-butyric acid methyl ester). Isolated yield 34.5%. As a reaction SMILES: C([O:3][C:4](=O)[CH:5]=[C:6]([O:18][C:19]1[CH:24]=[CH:23][CH:22]=[CH:21][C:20]=1[Cl:25])[CH2:7][NH:8][C@H:9]([C:14]([O:16][CH3:17])=[O:15])[CH2:10][CH2:11][S:12][CH3:13])C>C(#N)C>[CH3:17][O:16][C:14](=[O:15])[C@@H:9]([N:8]1[CH2:7][C:6]([O:18][C:19]2[CH:24]=[CH:23][CH:22]=[CH:21][C:20]=2[Cl:25])=[CH:5][C:4]1=[O:3])[CH2:10][CH2:11][S:12][CH3:13]. Reported procedure: A solution of 3-(2-chloro-phenoxy)-4-((S)-1-methoxycarbonyl-3-methylsulfanyl-propylamino)-but-2-enoic acid ethyl ester (1.56 g, 3.88 mmol) in acetonitrile (4 mL) was placed in a sealed microwave reaction tube and heated in a microwave reactor at 140° C. for 3 h. After this time, the mixture was cooled to room temperature and concentrated in vacuo with silica gel (4 g). Purification by Biotage flash chromatography (Aspire 40 g column, 16% ethyl acetate/hexanes to 50% ethyl acetate/hexanes) afford...